Dataset: the Open Reaction Database (ORD), a public repository of structured organic reaction records. Task: describe an organic reaction: reactants, conditions, products, and yield The reactants are O=C([O-])[O-], CCC(C)=O, FC(F)(F)c1ccc(CBr)cc1, [K+], [K+], O, CNC(=O)C=Cc1ccc(O)cc1. Yields the product CNC(=O)C=Cc1ccc(OCc2ccc(C(F)(F)F)cc2)cc1. Reaction SMILES: [C:14](=[O:15])([O-:16])[O-:17].[CH3:33][C:34]([CH2:35][CH3:36])=[O:37].[F:20][C:21]([c:22]1[cH:23][cH:24][c:25]([CH2:26][Br:27])[cH:28][cH:29]1)([F:30])[F:31].[K+:18].[K+:19].[OH2:32].[OH:1][c:2]1[cH:3][cH:4][c:5]([CH:8]=[CH:9][C:10](=[O:11])[NH:12][CH3:13])[cH:6][cH:7]1>>[O:1]([c:2]1[cH:3][cH:4][c:5]([CH:8]=[CH:9][C:10](=[O:11])[NH:12][CH3:13])[cH:6][cH:7]1)[CH2:26][c:25]1[cH:24][cH:23][c:22]([C:21]([F:20])([F:30])[F:31])[cH:29][cH:28]1. Procedure details: In 200 ml of methanol were dissolved 16.5 g of 4-cyanobenzoic acid methyl ester and 7.2 g of hydroxylamine hydrochloride. To the solution was added 8.82 g of sodium hydrogencarbonate at room temperature. The mixture was heated for 3 hours under reflux. The reaction mixture was cooled, to which was added 400 ml of water. Resulting crystalline precipitate was collected by filtration, which was washed with water and ether, followed by drying under reduced pressure to afford 16.1 g of the titled com... Reactants: COC(C1=CC=C(C=C1)C#N)=O (4-cyanobenzoic acid methyl ester), Cl.NO (hydroxylamine hydrochloride), O (water), C(O)([O-])=O.[Na+] (sodium hydrogencarbonate). Isolated yield 81.0%. Solvent: CO (methanol). The product is COC(C1=CC=C(C=C1)C=NON)=O (4-(Amino-hydroxyimino)methylbenzoic acid methyl ester). Reaction SMILES: [CH3:1][O:2][C:3](=[O:12])[C:4]1[CH:9]=[CH:8][C:7]([C:10]#[N:11])=[CH:6][CH:5]=1.Cl.[NH2:14][OH:15].C(=O)([O-])O.[Na+].O>CO>[CH3:1][O:2][C:3](=[O:12])[C:4]1[CH:9]=[CH:8][C:7]([CH:10]=[N:11][O:15][NH2:14])=[CH:6][CH:5]=1 |f:1.2,3.4|. Reactants: C(CCl)Cl (EDC), BrC1=C(C(=O)O)C=CC=C1 (2-bromobenzoic acid), CN1C(=CC2=CC=CC=C12)CNC (1-methyl-2-(methylaminomethyl)indole), C=1C=CC2=C(C1)N=NN2O (HOBt), O (H2O). Run in CN(C)C=O (DMF). Run at time 8 hour. Yields the product BrC1=C(C(=O)N(CC=2N(C3=CC=CC=C3C2)C)C)C=CC=C1 (2-Bromo-N-methyl-N-[(1-methyl-1H-indol-2-yl)methyl]benzamide). The yield is 60.9%. Reaction SMILES: C(Cl)CCl.[Br:5][C:6]1[CH:14]=[CH:13][CH:12]=[CH:11][C:7]=1[C:8]([OH:10])=O.[CH3:15][N:16]1[C:24]2[C:19](=[CH:20][CH:21]=[CH:22][CH:23]=2)[CH:18]=[C:17]1[CH2:25][NH:26][CH3:27].C1C=CC2N(O)N=NC=2C=1.O>CN(C=O)C>[Br:5][C:6]1[CH:14]=[CH:13][CH:12]=[CH:11][C:7]=1[C:8]([N:26]([CH3:27])[CH2:25][C:17]1[N:16]([CH3:15])[C:24]2[C:19]([CH:18]=1)=[CH:20][CH:21]=[CH:22][CH:23]=2)=[O:10]. Procedure: EDC (660 mg, 3.44 mmole) was added to a solution of 2-bromobenzoic acid (693 mg, 3.45 mmole), 1-methyl-2-(methylaminomethyl)indole (600 mg, 3.45 mmole), and HOBt.H2O (466 mg, 3.45 mmole) in DMF at RT. The reaction was stirred overnight, then was concentrated in vacuo. The residue was diluted with 5% NaHCO3 and extracted with CH2Cl2. The combined organic extracts were washed with brine and dried over MgSO4. Flash chromatography on silica gel (2% MeOH/CH2Cl2) gave the title compound (750 mg, 63%):... The reactants are OC(C[C@@]1(CCN(C(O1)=O)[C@@H](C)C1=CC=C(C=C1)B1OC(C(O1)(C)C)(C)C)C1=CC=CC=C1)(C)C ((S)-6-(2-hydroxy-2-methylpropyl)-6-phenyl-3-((S)-1-(4-(4,4,5,5-tetramethyl-1,3,2-dioxaborolan-2-yl)phenyl)ethyl)-1,3-oxazinan-2-one), BrC1=NC(=CC=C1)N(C)C (2-bromo-6-(dimethylamino)pyridine). The product is CN(C1=CC=CC(=N1)C1=CC=C(C=C1)[C@H](C)N1C(O[C@](CC1)(C1=CC=CC=C1)CC(C)(C)O)=O)C ((S)-3-((S)-1-(4-(6-(dimethylamino)pyridin-2-yl)phenyl)ethyl)-6-(2-hydroxy-2-methylpropyl)-6-phenyl-1,3-oxazinan-2-one). RXN SMILES: [OH:1][C:2]([CH3:35])([CH3:34])[CH2:3][C@@:4]1([C:28]2[CH:33]=[CH:32][CH:31]=[CH:30][CH:29]=2)[O:9][C:8](=[O:10])[N:7]([C@H:11]([C:13]2[CH:18]=[CH:17][C:16](B3OC(C)(C)C(C)(C)O3)=[CH:15][CH:14]=2)[CH3:12])[CH2:6][CH2:5]1.Br[C:37]1[CH:42]=[CH:41][CH:40]=[C:39]([N:43]([CH3:45])[CH3:44])[N:38]=1>>[CH3:44][N:43]([CH3:45])[C:39]1[N:38]=[C:37]([C:16]2[CH:15]=[CH:14][C:13]([C@@H:11]([N:7]3[CH2:6][CH2:5][C@:4]([CH2:3][C:2]([OH:1])([CH3:34])[CH3:35])([C:28]4[CH:29]=[CH:30][CH:31]=[CH:32][CH:33]=4)[O:9][C:8]3=[O:10])[CH3:12])=[CH:18][CH:17]=2)[CH:42]=[CH:41][CH:40]=1. Procedure: The title compound was prepared from (S)-6-(2-hydroxy-2-methylpropyl)-6-phenyl-3-((S)-1-(4-(4,4,5,5-tetramethyl-1,3,2-dioxaborolan-2-yl)phenyl)ethyl)-1,3-oxazinan-2-one and 2-bromo-6-(dimethylamino)pyridine following a procedure analogous to that described in Example 14. LC-MS Method 1 tR=1.39 min, m/z=474; 1H NMR (CD3OD) 0.96 (s, 3H), 1.26 (s, 3H), 1.58 (d, 3H), 2.18 (s, 2H), 2.28 (m, 1H), 2.50 (2H), 3.12 (m, 1H), 3.34 (s, 6H), 5.59 (q, 1H), 6.99 (d, 1H), 7.18 (3H), 7.25-7.40 (5H), 7.57 (d, 2H)... Reactants: COc1ccc(S(=O)(=O)NC(C(=O)OC(C)(C)C)C(C)C)cc1, O=C([O-])[O-], CN(C)C=O, Cl, [K+], [K+], O, ClCc1cccnc1. Product: COc1ccc(S(=O)(=O)N(Cc2cccnc2)C(C(=O)OC(C)(C)C)C(C)C)cc1. RXN SMILES: [C:1]([CH3:2])([CH3:3])([CH3:4])[O:5][C:6]([CH:7]([NH:8][S:9](=[O:10])(=[O:11])[c:12]1[cH:13][cH:14][c:15]([O:18][CH3:19])[cH:16][cH:17]1)[CH:20]([CH3:21])[CH3:22])=[O:23].[C:33](=[O:34])([O-:35])[O-:36].[CH3:39][N:40]([CH3:41])[CH:42]=[O:43].[ClH:24].[K+:37].[K+:38].[OH2:44].[cH:25]1[c:26]([CH2:31][Cl:32])[cH:27][cH:28][cH:29][n:30]1>>[C:1]([CH3:2])([CH3:3])([CH3:4])[O:5][C:6]([CH:7]([N:8]([S:9](=[O:10])(=[O:11])[c:12]1[cH:13][cH:14][c:15]([O:18][CH3:19])[cH:16][cH:17]1)[CH2:31][c:26]1[cH:25][n:30][cH:29][cH:28][cH:27]1)[CH:20]([CH3:21])[CH3:22])=[O:23]. The reactants are C1CCOC1, Cl, CCOC(=O)N=NC(=O)OCC, O=C1c2ccccc2C(=O)N1O, c1ccc(P(c2ccccc2)c2ccccc2)cc1, OCc1ncc[nH]1. Yields the product O=C1c2ccccc2C(=O)N1OCc1ncc[nH]1. As a reaction SMILES: [CH2:52]1[O:53][CH2:54][CH2:55][CH2:56]1.[ClH:1].[O:40]=[C:41]([O:42][CH2:43][CH3:44])[N:45]=[N:46][C:47]([O:48][CH2:49][CH3:50])=[O:51].[OH:9][N:10]1[C:11](=[O:20])[c:12]2[c:13]([cH:16][cH:17][cH:18][cH:19]2)[C:14]1=[O:15].[c:21]1([P:22]([c:23]2[cH:24][cH:25][cH:26][cH:27][cH:28]2)[c:29]2[cH:30][cH:31][cH:32][cH:33][cH:34]2)[cH:35][cH:36][cH:37][cH:38][cH:39]1.[nH:2]1[c:3]([CH2:7][OH:8])[n:4][cH:5][cH:6]1>>[nH:2]1[c:3]([CH2:7][O:8][N:10]2[C:11](=[O:20])[c:12]3[c:13]([cH:16][cH:17][cH:18][cH:19]3)[C:14]2=[O:15])[n:4][cH:5][cH:6]1. The reactants are COC1=C(C=C(N=N1)C1=CC(=C(C(=C1)C)O)C)C=1NC2=CC(=CC=C2C1C1=CC=CC=C1)CN1CCN(CC1)C (4-{6-Methoxy-5-[6-(4-methyl-piperazin-1-ylmethyl)-3-phenyl-1H-indol-2-yl]-pyridazin-3-yl}-2,6-dimethyl-phenol), C[Si](C)(C)Cl (TMSCl), [I-].[K+] (potassium iodide), C[Si](C)(C)Cl (TMSCl), [I-].[K+] (potassium iodide). Solvent: C(C)#N (acetonitrile). Reaction conditions: time 2 hour. Product: OC1=C(C=C(C=C1C)C=1C=C(C(NN1)=O)C=1NC2=CC(=CC=C2C1C1=CC=CC=C1)CN1CCN(CC1)C)C (6-(4-hydroxy-3,5-dimethyl-phenyl)-4-[6-(4-methyl-piperazin-1-yl-methyl)-3-phenyl-1H-indol-2-yl]-2H-pyridazin-3-one). Yield: 34.2%. RXN SMILES: C[O:2][C:3]1[N:8]=[N:7][C:6]([C:9]2[CH:14]=[C:13]([CH3:15])[C:12]([OH:16])=[C:11]([CH3:17])[CH:10]=2)=[CH:5][C:4]=1[C:18]1[NH:19][C:20]2[C:25]([C:26]=1[C:27]1[CH:32]=[CH:31][CH:30]=[CH:29][CH:28]=1)=[CH:24][CH:23]=[C:22]([CH2:33][N:34]1[CH2:39][CH2:38][N:37]([CH3:40])[CH2:36][CH2:35]1)[CH:21]=2.C[Si](Cl)(C)C.[I-].[K+]>C(#N)C>[OH:16][C:12]1[C:11]([CH3:17])=[CH:10][C:9]([C:6]2[CH:5]=[C:4]([C:18]3[NH:19][C:20]4[C:25]([C:26]=3[C:27]3[CH:32]=[CH:31][CH:30]=[CH:29][CH:28]=3)=[CH:24][CH:23]=[C:22]([CH2:33][N:34]3[CH2:39][CH2:38][N:37]([CH3:40])[CH2:36][CH2:35]3)[CH:21]=4)[C:3](=[O:2])[NH:8][N:7]=2)=[CH:14][C:13]=1[CH3:15] |f:2.3|. Reported procedure: 48 mg 4-{6-Methoxy-5-[6-(4-methyl-piperazin-1-ylmethyl)-3-phenyl-1H-indol-2-yl]-pyridazin-3-yl}-2,6-dimethyl-phenol are dissolved in 1.2 mL acetonitrile. 34 □L TMSCl and 45 mg potassium iodide are added. The reaction mixture is heated to reflux for 3 hours. Again 34 □L TMSCl and 45 mg potassium iodide are added and the reaction mixture stirred for an additional 2 hours. Purification by HPLC affords 16 mg (34%) 6-(4-hydroxy-3,5-dimethyl-phenyl)-4-[6-(4-methyl-piperazin-1-yl-methyl)-3-phenyl-1H-in... Reactants: CC(=C)C1=CC=CC=C1 (α-methylstyrene), OO (hydrogen peroxide), C(C)(C)(C1=CC=CC=C1)Cl (cumyl chloride), C(C)(C)(C1=CC=CC=C1)Cl (cumyl chloride), C1(=CC=CC=C1)O (phenol). The product is C(C)(C)(C1=CC=CC=C1)OOC(C)(C)C1=CC=CC=C1 (dicumyl peroxide). As a reaction SMILES: [CH3:1][C:2]([C:4]1[CH:9]=[CH:8][CH:7]=[CH:6][CH:5]=1)=[CH2:3].[OH:10][OH:11].[C:12](Cl)([C:15]1[CH:20]=[CH:19][CH:18]=[CH:17][CH:16]=1)([CH3:14])[CH3:13].C1(O)C=CC=CC=1>>[C:2]([O:10][O:11][C:12]([C:15]1[CH:20]=[CH:19][CH:18]=[CH:17][CH:16]=1)([CH3:14])[CH3:13])([C:4]1[CH:9]=[CH:8][CH:7]=[CH:6][CH:5]=1)([CH3:1])[CH3:3]. Reported procedure: When the reaction was run using a 1:1 mole ratio of α-methylstyrene to hydrogen peroxide, the reaction was very exothermic during the addition of the cumyl chloride and about two thirds of the way through the addition an uncontrollable exotherm occurred and the reaction mixture spewed out of the reactor. The reaction was repeated using one half as much cumyl chloride and phenol. Under these conditions, the reaction was controllable but a low yield of dicumyl peroxide was obtained and a considera... Starting materials: CCO, CCOC(=O)COc1ccc(CCC(NC=O)c2cccnc2)cc1, C1CCOC1, O, O=S(=O)(O)O. Product: CCOC(=O)COc1ccc(CCC(N)c2cccnc2)cc1. As a reaction SMILES: [CH3:31][CH2:32][OH:33].[CH:1](=[O:2])[NH:3][CH:4]([CH2:5][CH2:6][c:7]1[cH:8][cH:9][c:10]([O:11][CH2:12][C:13](=[O:14])[O:15][CH2:16][CH3:17])[cH:18][cH:19]1)[c:20]1[cH:21][n:22][cH:23][cH:24][cH:25]1.[O:34]1[CH2:35][CH2:36][CH2:37][CH2:38]1.[OH2:39].[S:26](=[O:27])(=[O:28])([OH:29])[OH:30]>>[NH2:3][CH:4]([CH2:5][CH2:6][c:7]1[cH:8][cH:9][c:10]([O:11][CH2:12][C:13](=[O:14])[O:15][CH2:16][CH3:17])[cH:18][cH:19]1)[c:20]1[cH:21][n:22][cH:23][cH:24][cH:25]1.